The task is: describe an organic reaction: reactants, conditions, products, and yield. This data is from the Open Reaction Database (ORD), a public repository of structured organic reaction records. Starting materials: NC1=NC(=CC(=N1)C)C (2-amino-4,6-dimethylpyrimidine), CSC (methylsulfide), ClN1C(CCC1=O)=O (N-chlorosuccinimide). Run in C(Cl)Cl (methylene chloride), C(Cl)Cl (methylene chloride). Conditions: time 1 hour. The product is CS(=NC1=NC(=CC(=N1)C)C)C (S,S-dimethyl-N-(4,6-dimethylpyrimidin-2-yl)sulfilimine). Yield: 21.8%. Reaction SMILES: [NH2:1][C:2]1[N:7]=[C:6]([CH3:8])[CH:5]=[C:4]([CH3:9])[N:3]=1.[CH3:10][S:11][CH3:12].ClN1C(=O)CCC1=O>C(Cl)Cl>[CH3:10][S:11]([CH3:12])=[N:1][C:2]1[N:7]=[C:6]([CH3:8])[CH:5]=[C:4]([CH3:9])[N:3]=1. Reported procedure: To a solution of 12.3 g (0.10 mole) of 2-amino-4,6-dimethylpyrimidine and 8 ml (0.109 mole) of methylsulfide in 100 ml of methylene chloride at -20° C. was added dropwise a solution of 13.3 g (0.10 mole) of N-chlorosuccinimide in 300 ml of methylene chloride. After addition, the resulting solution was warmed to room temperature and was kept at room temperature for one hour with stirring. The solution was then washed with 400 ml of 2.5% sodium hydroxide aqueous solution and then 400 ml of water. ... Starting materials: [Na+].BrC1=CC=C(C=NC(C(=O)[O-])C(C)C)C=C1 (2-[(4-bromobenzylidene)amino]-3-methylbutyric acid sodium salt), C(CCCC)(=O)Cl (valeryl chloride), C(C)(=O)OCC (ethyl acetate). Solvent: ClCCl (dichloromethane). Reaction conditions: temperature 40 celsius. The product is BrC1=CC=C(C=C1)C1OC(C(N1C(CCCC)=O)C(C)C)=O (2-(4-Bromophenyl)-4-isopropyl-3-pentanoyl-oxazolidin-5-one). Isolated yield 34.0%. As a reaction SMILES: [Na+].[Br:2][C:3]1[CH:17]=[CH:16][C:6]([CH:7]=[N:8][CH:9]([CH:13]([CH3:15])[CH3:14])[C:10]([O-:12])=[O:11])=[CH:5][CH:4]=1.[C:18](Cl)(=[O:23])[CH2:19][CH2:20][CH2:21][CH3:22].C(OCC)(=O)C>ClCCl>[Br:2][C:3]1[CH:4]=[CH:5][C:6]([CH:7]2[N:8]([C:18](=[O:23])[CH2:19][CH2:20][CH2:21][CH3:22])[CH:9]([CH:13]([CH3:15])[CH3:14])[C:10](=[O:12])[O:11]2)=[CH:16][CH:17]=1 |f:0.1|. Procedure: 12.6 g of 2-[(4-bromobenzylidene)amino]-3-methylbutyric acid sodium salt (41.1 mmoles) are suspended in 80 ml of dry dichloromethane. The mixture is refluxed (40° C.), under slight nitrogen stream. 7.9 g of valeryl chloride (65.5 mmoles) are added. After 2 hours under reflux, the mixture is cooled to 25° C. The organic phase is washed three times with 50 ml of water and concentrated under reduced pressure, at 25-30° C., to obtain an oily residue. 50 ml of ethyl acetate are added and the organic ...